describe an organic reaction: reactants, conditions, products, and yield From a dataset of the Open Reaction Database (ORD), a public repository of structured organic reaction records. Starting materials: [Si](C)(C)(C(C)(C)C)OC=1C=CC(=C(C1)P(OCC)(OCC)=O)C (Diethyl 5-tert-butyldimethylsilyloxy-2-methylphenylphosphonate), solution, [F-].C(CCC)[N+](CCCC)(CCCC)CCCC (tetrabutylammonium fluoride). Run in C1CCOC1 (THF), CCOC(=O)C (EtOAc). Reaction conditions: time 1 hour. The product is OC=1C=CC(=C(C1)P(OCC)(OCC)=O)C (Diethyl 5-hydroxy-2-methylphenylphosphonate). RXN SMILES: [Si]([O:8][C:9]1[CH:10]=[CH:11][C:12]([CH3:23])=[C:13]([P:15](=[O:22])([O:19][CH2:20][CH3:21])[O:16][CH2:17][CH3:18])[CH:14]=1)(C(C)(C)C)(C)C.[F-].C([N+](CCCC)(CCCC)CCCC)CCC>C1COCC1.CCOC(C)=O>[OH:8][C:9]1[CH:10]=[CH:11][C:12]([CH3:23])=[C:13]([P:15](=[O:22])([O:16][CH2:17][CH3:18])[O:19][CH2:20][CH3:21])[CH:14]=1 |f:1.2|. Procedure: A mixture of diethyl 5-tert-butyldimethylsilyloxy-2-methylphenylphosphonate 1-3 (165 mg, 0.46 mmol) and 0.69 mL of a 1 M solution of tetrabutylammonium fluoride (0.69 mmol) in 4 mL of THF was stirred at rt for 1 h. The mixture was then diluted with EtOAc, washed with brine, dried (MgSO4) and evaporated. The resulting residue was subjected to MPLC on a 12 g column of SiO2 eluting with 35% EtOAc in hexanes (10 min) and then 50% EtOAc (10 min) to provide diethyl 5-hydroxy-2-methyl-phenylphosphonate... The reactants are CCOC(=O)CCn1ncc2cc(-c3noc(-c4ccc(OC(C)C)c(C(F)(F)F)c4)n3)ccc21, CCO, [Na+], [OH-]. Yields the product CC(C)Oc1ccc(-c2nc(-c3ccc4c(cnn4CCC(=O)O)c3)no2)cc1C(F)(F)F. RXN SMILES: [CH3:1][CH:2]([CH3:3])[O:4][c:5]1[c:6]([C:32]([F:33])([F:34])[F:35])[cH:7][c:8](-[c:11]2[n:12][c:13](-[c:16]3[cH:17][c:18]4[cH:19][n:20][n:21]([CH2:25][CH2:26][C:27](=[O:28])[O:29][CH2:30][CH3:31])[c:22]4[cH:23][cH:24]3)[n:14][o:15]2)[cH:9][cH:10]1.[CH3:38][CH2:39][OH:40].[Na+:37].[OH-:36]>>[CH3:1][CH:2]([CH3:3])[O:4][c:5]1[c:6]([C:32]([F:33])([F:34])[F:35])[cH:7][c:8](-[c:11]2[n:12][c:13](-[c:16]3[cH:17][c:18]4[cH:19][n:20][n:21]([CH2:25][CH2:26][C:27](=[O:28])[OH:29])[c:22]4[cH:23][cH:24]3)[n:14][o:15]2)[cH:9][cH:10]1. Reactants: [Al+3], C1CCOC1, COc1ncccc1CC(=O)O, [H-], [H-], [H-], [H-], [Li+], [Na+], [OH-], O. Product: COc1ncccc1CCO. Reaction SMILES: [Al+3:14].[CH2:19]1[O:20][CH2:21][CH2:22][CH2:23]1.[CH3:1][O:2][c:3]1[n:4][cH:5][cH:6][cH:7][c:8]1[CH2:9][C:10](=[O:11])[OH:12].[H-:13].[H-:16].[H-:17].[H-:18].[Li+:15].[Na+:25].[OH-:24].[OH2:26]>>[CH3:1][O:2][c:3]1[n:4][cH:5][cH:6][cH:7][c:8]1[CH2:9][CH2:10][OH:11]. The reactants are ClCCl, Cl, CC(C)(C)OC(=O)N1CCC2(CCCNC2=O)CC1, C1COCCO1. Product: Cl, O=C1NCCCC12CCNCC2. Reaction SMILES: [Cl:21][CH2:22][Cl:23].[ClH:20].[O:1]=[C:2]1[NH:3][CH2:4][CH2:5][CH2:6][C:7]12[CH2:8][CH2:9][N:10]([C:13]([O:14][C:15]([CH3:16])([CH3:17])[CH3:18])=[O:19])[CH2:11][CH2:12]2.[O:24]1[CH2:25][CH2:26][O:27][CH2:28][CH2:29]1>>[ClH:20].[O:1]=[C:2]1[NH:3][CH2:4][CH2:5][CH2:6][C:7]12[CH2:8][CH2:9][NH:10][CH2:11][CH2:12]2. Reactants: COC=1C(=CC(=C2C1OC(=CC2=O)C=3C=CC=CC3)O)O (Wogonin), C=O (formaldehyde), N1CCNCC1 (piperazine). Solvent: CO (methanol). Reaction conditions: temperature 55 celsius, time 4 hour. Yields the product OC1=C2C(C=C(OC2=C(C(=C1CN1CCNCC1)O)OC)C1=CC=CC=C1)=O (5,7-dihydroxy-8-methoxy-2-phenyl-6-(piperazin-1-ylmethyl)-4H-chromen-4-one). RXN SMILES: [CH3:1][O:2][C:3]1[C:4]([OH:21])=[CH:5][C:6]([OH:20])=[C:7]2[C:12](=[O:13])[CH:11]=[C:10]([C:14]3[CH:15]=[CH:16][CH:17]=[CH:18][CH:19]=3)[O:9][C:8]=12.[CH2:22]=O.[NH:24]1[CH2:29][CH2:28][NH:27][CH2:26][CH2:25]1>CO>[OH:20][C:6]1[C:5]([CH2:22][N:24]2[CH2:29][CH2:28][NH:27][CH2:26][CH2:25]2)=[C:4]([OH:21])[C:3]([O:2][CH3:1])=[C:8]2[C:7]=1[C:12](=[O:13])[CH:11]=[C:10]([C:14]1[CH:19]=[CH:18][CH:17]=[CH:16][CH:15]=1)[O:9]2. Procedure: The mixture of Wogonin (28.4 g), methanol (350 ml), 37% formaldehyde solution (8.1 ml), piperazine (8.6 g) was stirred under for 4 hours at 55° C., then precipitates were removed by filtration and washed several times with methanol, after drying under reduced pressure at 65° C. to get the product as yellow solid 36.1 g of purity 99.1%. MS: (API-ES) m/z 383.5[M+H]+; 1H NMR (DMSO-d6, 400 MHz) δ 8.13˜8.14 (m, 2H, Ar-2′,6′-H), 7.64˜7.66 (m, 3H, Ar-3′,4′,5′-H), 7.14 (s, 1H, 3-H), 4.43 (s, 2H, CH2), 3... Reactants: CCOC(CN(CCc1ccccc1)C(=O)CCOCCc1ccccc1)OCC, ClCCl, Cl, C1COCCO1. Yields the product O=CCN(CCc1ccccc1)C(=O)CCOCCc1ccccc1. RXN SMILES: [CH2:1]([O:3][CH:4]([O:2][CH2:28][CH3:29])[CH2:5][N:6]([C:7]([CH2:8][CH2:9][O:10][CH2:11][CH2:12][c:13]1[cH:14][cH:15][cH:16][cH:17][cH:18]1)=[O:19])[CH2:20][CH2:21][c:22]1[cH:23][cH:24][cH:25][cH:26][cH:27]1)[CH3:30].[Cl:32][CH2:33][Cl:34].[ClH:31].[O:35]1[CH2:36][CH2:37][O:38][CH2:39][CH2:40]1>>[O:3]=[CH:4][CH2:5][N:6]([C:7]([CH2:8][CH2:9][O:10][CH2:11][CH2:12][c:13]1[cH:14][cH:15][cH:16][cH:17][cH:18]1)=[O:19])[CH2:20][CH2:21][c:22]1[cH:23][cH:24][cH:25][cH:26][cH:27]1. Reaction SMILES: [CH2:1]([N:8]1[CH:17]=[C:16]([C:18]([O:20]C)=[O:19])[C:15]2[C:10](=[CH:11][CH:12]=[C:13]([Br:22])[CH:14]=2)[C:9]1=[O:23])[C:2]1[CH:7]=[CH:6][CH:5]=[CH:4][CH:3]=1.[OH-].[Na+]>CO>[CH2:1]([N:8]1[CH:17]=[C:16]([C:18]([OH:20])=[O:19])[C:15]2[C:10](=[CH:11][CH:12]=[C:13]([Br:22])[CH:14]=2)[C:9]1=[O:23])[C:2]1[CH:3]=[CH:4][CH:5]=[CH:6][CH:7]=1 |f:1.2|. Procedure details: To a solution of the product of Example 47 step i) (0.65 g) in methanol (10 mL) was added a 5M aqueous solution of sodium hydroxide (3.53 mL) and the mixture stirred at 70° C. for 2 hours. The reaction was concentrated to approximately half volume and acidified with acetic acid. The sub-title compound was collected by filtration (0.36 g). Conditions: temperature 70 celsius, time 2 hour. The reactants are C(C1=CC=CC=C1)N1C(C2=CC=C(C=C2C(=C1)C(=O)OC)Br)=O (2-Benzyl-6-bromo-1-oxo-1,2-dihydroisoquinoline-4-carboxylic acid, methyl ester), aqueous solution, [OH-].[Na+] (sodium hydroxide). Product: C(C1=CC=CC=C1)N1C(C2=CC=C(C=C2C(=C1)C(=O)O)Br)=O (2-Benzyl-6-bromo-1-oxo-1,2-dihydroisoquinoline-4-carboxylic acid). Run in CO (methanol).